This data is from the Open Reaction Database (ORD), a public repository of structured organic reaction records. The task is: describe an organic reaction: reactants, conditions, products, and yield The reactants are COC(=O)\C=C\1/C[C@@H]2[C@H](C[C@H]3[C@@H]4CC[C@@H]([C@@]4(C)CC[C@@H]3[C@]2(CC1)C)O)O ((Z)-3-methoxycarbonylmethylen-5α-androstan-6α,17β-diol), C(=O)\C=C\1/C[C@@H]2[C@H](C[C@H]3[C@@H]4CC[C@@H]([C@@]4(C)CC[C@@H]3[C@]2(CC1)C)O)O ((Z)-3-formylmethylen-5α-androstan-6α,17β-diol). RXN SMILES: COC(/C=[C:6]1\[CH2:7][C@H:8]2[C@:21]([CH3:24])([CH2:22][CH2:23]\1)[C@@H:20]1[C@H:11]([C@H:12]3[C@@:16]([CH2:18][CH2:19]1)([CH3:17])[C@@H:15]([OH:25])[CH2:14][CH2:13]3)[CH2:10][C@@H:9]2[OH:26])=O.[CH:27](/C=C1\C[C@H]2[C@](C)(CC\1)[C@@H]1[C@H]([C@H]3[C@@](CC1)(C)[C@@H](O)CC3)C[C@@H]2O)=[O:28]>>[CH:27]([CH:6]1[CH2:23][CH2:22][C@@:21]2([CH3:24])[C@@H:8]([C@@H:9]([OH:26])[CH2:10][C@@H:11]3[C@@H:20]2[CH2:19][CH2:18][C@@:16]2([CH3:17])[C@H:12]3[CH2:13][CH2:14][C@@H:15]2[OH:25])[CH2:7]1)=[O:28]. Procedure details: Trimethyl phosphonoacetate (1.9 mL) was added to a mixture of sodium hydride (50%, 500 mg) in anhydrous tetrahydrofurane (25 mL), and the mixture was stirred at room temperature under nitrogen atmosphere for 15 min, then 3-oxo-5α-androstan-6α,17β-diol (II-b, Prep. 2.0 g) dissolved in anhydrous tetrahydrofurane (5 mL) was added. After 1 hr the reaction was quenched with sodium dihydrogen phosphate (5%). The mixture was extracted several times with ethyl acetate, the combined organic layers were d... Product: C(=O)C1C[C@@H]2[C@H](C[C@H]3[C@@H]4CC[C@@H]([C@@]4(C)CC[C@@H]3[C@]2(CC1)C)O)O (3-Formyl-5α-androstan-6α,17β-diol). Reactants: CCOC(=O)c1cn(-c2ccnc(NC(C)c3ccccc3)n2)c(-c2cccc(C(F)(F)F)c2)n1, C1CCOC1, CO, [Li+], [OH-], O, O=C(O)CC(O)(CC(=O)O)C(=O)O. Yields the product CC(Nc1nccc(-n2cc(C(=O)O)nc2-c2cccc(C(F)(F)F)c2)n1)c1ccccc1. Reaction SMILES: [CH2:3]([CH3:4])[O:5][C:6](=[O:7])[c:8]1[n:9][c:10](-[c:28]2[cH:29][c:30]([C:34]([F:35])([F:36])[F:37])[cH:31][cH:32][cH:33]2)[n:11](-[c:13]2[n:14][c:15]([NH:19][CH:20]([CH3:21])[c:22]3[cH:23][cH:24][cH:25][cH:26][cH:27]3)[n:16][cH:17][cH:18]2)[cH:12]1.[CH2:54]1[O:55][CH2:56][CH2:57][CH2:58]1.[CH3:38][OH:39].[Li+:2].[OH-:1].[OH2:53].[OH:40][C:41]([CH2:42][C:43]([C:44](=[O:45])[OH:46])([CH2:47][C:48](=[O:49])[OH:50])[OH:51])=[O:52]>>[O:5]=[C:6]([OH:7])[c:8]1[n:9][c:10](-[c:28]2[cH:29][c:30]([C:34]([F:35])([F:36])[F:37])[cH:31][cH:32][cH:33]2)[n:11](-[c:13]2[n:14][c:15]([NH:19][CH:20]([CH3:21])[c:22]3[cH:23][cH:24][cH:25][cH:26][cH:27]3)[n:16][cH:17][cH:18]2)[cH:12]1. The reactants are FC(C(=O)O)(F)F (trifluoroacetic acid), FC(S(=O)(=O)O)(F)F (trifluoromethanesulfonic acid), CC1CN(CCN1C)C(=O)[C@H]1N(C[C@H](C1)SCC1=CC=C(C=C1)OC)C(=O)OCC1=CC=C(C=C1)[N+](=O)[O-] ((2S,4S)-2-(3,4-dimethyl-1-piperazinylcarbonyl)-4-(4-methoxybenzylthio)-1-(4-nitrobenzyloxycarbonyl)pyrrolidine). Run in C1(=CC=CC=C1)OC (anisole). Procedure details: 9.4 ml of trifluoroacetic acid and 0.31 ml of trifluoromethanesulfonic acid were added, whilst ice-cooling, to a solution of 940 mg of (2S,4S)-2-(3,4-dimethyl-1-piperazinylcarbonyl)-4-(4-methoxybenzylthio)-1-(4-nitrobenzyloxycarbonyl)pyrrolidine (prepared as described in Preparation 13) in 1.88 ml of anisole, and the resulting mixture was stirred at room temperature for 1 hour. At the end of this time, the reaction mixture was treated in a similar manner to that described in Example 13(1), to gi... Run at time 1 hour. Product: FC(S(=O)(=O)O)(F)F.FC(S(=O)(=O)O)(F)F.CC1CN(CCN1C)C(=O)[C@H]1N(C[C@H](C1)S)C(=O)OCC1=CC=C(C=C1)[N+](=O)[O-] ((2S,4S)-2-(3,4-Dimethyl-1-piperazinylcarbonyl)-4-mercapto-1-(4-nitrobenzyloxycarbonyl)pyrrolidine bis(trifluoromethanesulfonate)). Reaction SMILES: FC(F)(F)C(O)=O.[F:8][C:9]([F:15])([F:14])[S:10]([OH:13])(=[O:12])=[O:11].[CH3:16][CH:17]1[N:22]([CH3:23])[CH2:21][CH2:20][N:19]([C:24]([C@@H:26]2[CH2:30][C@H:29]([S:31]CC3C=CC(OC)=CC=3)[CH2:28][N:27]2[C:41]([O:43][CH2:44][C:45]2[CH:50]=[CH:49][C:48]([N+:51]([O-:53])=[O:52])=[CH:47][CH:46]=2)=[O:42])=[O:25])[CH2:18]1>C1(OC)C=CC=CC=1>[F:8][C:9]([F:15])([F:14])[S:10]([OH:13])(=[O:12])=[O:11].[F:8][C:9]([F:15])([F:14])[S:10]([OH:13])(=[O:12])=[O:11].[CH3:16][CH:17]1[N:22]([CH3:23])[CH2:21][CH2:20][N:19]([C:24]([C@@H:26]2[CH2:30][C@H:29]([SH:31])[CH2:28][N:27]2[C:41]([O:43][CH2:44][C:45]2[CH:46]=[CH:47][C:48]([N+:51]([O-:53])=[O:52])=[CH:49][CH:50]=2)=[O:42])=[O:25])[CH2:18]1 |f:4.5.6|. Starting materials: NC=1C=C(C(=O)OCC)C=CC1NC (Ethyl 3-amino-4-methylaminobenzoate), C(=O)O (formic acid), O.N (ammonia water). The product is CN1C=NC2=C1C=CC(=C2)C(=O)OCC (Ethyl 1-methyl-1H-benzimidazole-5-carboxylate). Reaction SMILES: [NH2:1][C:2]1[CH:3]=[C:4]([CH:10]=[CH:11][C:12]=1[NH:13][CH3:14])[C:5]([O:7][CH2:8][CH3:9])=[O:6].O.N.[CH:17](O)=O>>[CH3:14][N:13]1[C:12]2[CH:11]=[CH:10][C:4]([C:5]([O:7][CH2:8][CH3:9])=[O:6])=[CH:3][C:2]=2[N:1]=[CH:17]1 |f:1.2|. Reported procedure: Ethyl 3-amino-4-methylaminobenzoate (24.1 g, 124 mmol) in the Step 1-1-3 was dissolved in formic acid (200 ml), and the solution was heated under reflux for 2 hours. After being cooled by ice, the solution was neutralized with a 25% ammonia water. The solution was subjected to extraction with chloroform, and the extract was dried over anhydrous magnesium sulfate and then concentrated. The concentrate was purified by silica gel column chromatography (chloroform:methanol=20:1) to give the title co...